Dataset: the Open Reaction Database (ORD), a public repository of structured organic reaction records. Task: describe an organic reaction: reactants, conditions, products, and yield Reaction SMILES: P(Cl)(Cl)([Cl:3])=O.[CH:6]([NH:8][C:9]1[S:10][CH:11]=[C:12]([C:14](=[N:18][O:19][CH2:20][CH2:21][CH2:22][NH:23][C:24]([O:26][C:27]([CH3:30])([CH3:29])[CH3:28])=[O:25])[C:15]([OH:17])=O)[N:13]=1)=[O:7].[CH3:31][N+:32]([CH3:35])=[CH:33][Cl:34].[Cl-].C[Si](CC(N)=O)(C)C.[NH2:45][CH:46]1[C:56](=[O:57])[N:48]2[C:49]([C:53]([OH:55])=[O:54])=[CH:50][CH2:51][S:52][C@H:47]12>C(OCC)(=O)C.O.CN(C)C=O>[CH3:31][N+:32]([CH3:35])=[CH:33][Cl:34].[Cl-:3].[CH:6]([NH:8][C:9]1[S:10][CH:11]=[C:12]([C:14](=[N:18][O:19][CH2:20][CH2:21][CH2:22][NH:23][C:24]([O:26][C:27]([CH3:30])([CH3:29])[CH3:28])=[O:25])[C:15]([NH:45][CH:46]2[C:56](=[O:57])[N:48]3[C:49]([C:53]([OH:55])=[O:54])=[CH:50][CH2:51][S:52][C@H:47]23)=[O:17])[N:13]=1)=[O:7] |f:2.3,9.10|. The reactants are P(=O)(Cl)(Cl)Cl (phosphoryl chloride), solution A, C(=O)NC=1SC=C(N1)C(C(=O)O)=NOCCCNC(=O)OC(C)(C)C (2-(2-Formamidothiazol-4-yl)-2-(3-tert-butoxycarbonylaminopropoxyimino)acetic acid), C[N+](=CCl)C.[Cl-] (Vilsmeier reagent), C[Si](C)(C)CC(=O)N (Trimethylsilylacetamide), NC1[C@@H]2N(C(=CCS2)C(=O)O)C1=O (7-amino-3-cephem-4-carboxylic acid), solution A. The product is C[N+](=CCl)C.[Cl-] (Vilsmeier reagent), C(=O)NC=1SC=C(N1)C(C(=O)NC1[C@@H]2N(C(=CCS2)C(=O)O)C1=O)=NOCCCNC(=O)OC(C)(C)C (7-[2-(2-formamidothiazol-4-yl)-2-(3-tert-butoxycarbonylaminopropoxyimino)acetamido]-3-cephem-4-carboxylic acid). The solvent is CN(C=O)C (N,N-dimethylformamide), C(C)(=O)OCC (ethyl acetate), O (Water), C(C)(=O)OCC (ethyl acetate), C(C)(=O)OCC (ethyl acetate). Reported procedure: Vilsmeier reagent was prepared from N,N-dimethylformamide (0.6 g.) and phosphoryl chloride (1.2 g.) in an usual manner. 2-(2-Formamidothiazol-4-yl)-2-(3-tert-butoxycarbonylaminopropoxyimino)acetic acid (syn isomer, 2.6 g.) was added to a stirred suspension of the Vilsmeier reagent in ethyl acetate (30 ml.) under ice-cooling and stirred at the same temperature for 30 minutes [hereinafter referred to solution A]. Trimethylsilylacetamide (5.5 g.) was added to a stirred suspension of 7-amino-3-cephe... Reaction conditions: time 30 minute. The product is CC=1C(C(CCC1C)C)=O (2,3,6-trimethyl-2-cyclohexen-1-one). Starting materials: C(=C)C(=O)C (methyl vinyl ketone), OCCC(=O)C (methyl β-hydroxyethyl ketone), COCCC(=O)C (methyl β-methoxyethyl ketone), O(C1=CC=CC=C1)CCC(=O)C (methyl β-phenoxyethyl ketone), C(C)(=O)OCCC(=O)C (methyl β-acetyloxyethyl ketone), C(C1=CC=CC=C1)(=O)OCCC(=O)C (methyl β-benzoyloxyethyl ketone), methyl β-methyl-sulfonyloxyethyl ketone, C1(=CC=CC=C1)S(=O)(=O)OCCC(=O)C (methyl β-phenylsulfonyloxyethyl ketone), CN(CCC(=O)C)C (methyl β-dimethylaminoethyl ketone), ClCCC(=O)C (methyl β-chloroethyl ketone), [Br-].C[S+](CCC(C)=O)C (dimethyl-(β-acetylethyl)-sulfonium bromide), [I-].C[N+](CCC(C)=O)(C)C (trimethyl-(β-acetylethyl)-ammonium iodide), CC1=C(C(=CC=C1C)C)O (2,3,6-trimethylphenol), carbonyl, alkali metal, alkaline earth metal, [OH-] (hydroxide), oxide, alcoholate, amide, [H-] (hydride), organo metallic, alkali metal, alkaline earth metal, quaternary ammonium hydroxide, carbonyl. As a reaction SMILES: [CH3:1][C:2]1[C:7]([CH3:8])=[CH:6][CH:5]=[C:4]([CH3:9])[C:3]=1[OH:10].C(C(C)=O)=C.OCCC(C)=O.COCCC(C)=O.O(CCC(C)=O)C1C=CC=CC=1.C(OCCC(C)=O)(=O)C.C(OCCC(C)=O)(=O)C1C=CC=CC=1.C1(S(OCCC(C)=O)(=O)=O)C=CC=CC=1.CN(C)CCC(C)=O.ClCCC(C)=O.[Br-].C[S+](C)CCC(=O)C.[I-].C[N+](C)(C)CCC(=O)C.[OH-].[H-]>C(C(CC)=O)C>[CH3:1][C:2]1[C:3](=[O:10])[CH:4]([CH3:9])[CH2:5][CH2:6][C:7]=1[CH3:8] |f:10.11,12.13|. Procedure details: A process for the production of 2,3,6-trimethylphenol which comprises reacting a carbonyl compound selected from the group consisting of methyl vinyl ketone, methyl β-hydroxyethyl ketone, methyl β-methoxyethyl ketone, methyl β-phenoxyethyl ketone, methyl β-acetyloxyethyl ketone, methyl β-benzoyloxyethyl ketone, methyl β-methyl-sulfonyloxyethyl ketone, methyl β-phenylsulfonyloxyethyl ketone, methyl β-dimethylaminoethyl ketone, methyl β-chloroethyl ketone, dimethyl-(β-acetylethyl)-sulfonium bromid... The solvent is C(C)C(=O)CC (diethyl ketone), C(C)C(=O)CC (diethyl ketone). Reactants: COC1=C2C=CC=C(C2=CC=C1)CN (5-methoxynaphthalen-1-ylmethylamine), CC(CC=O)C (3-methylbutyraldehyde), O (water), [BH4-].[Na+] (NaBH4). Run in CO (MeOH). Run at time 16 hour. Product: COC1=C2C=CC=C(C2=CC=C1)CNCCC(C)C ((5-Methoxynaphthalen-1-ylmethyl)-(3-methylbutyl)amine). RXN SMILES: [CH3:1][O:2][C:3]1[CH:12]=[CH:11][CH:10]=[C:9]2[C:4]=1[CH:5]=[CH:6][CH:7]=[C:8]2[CH2:13][NH2:14].[CH3:15][CH:16]([CH3:20])[CH2:17][CH:18]=O.[BH4-].[Na+].O>CO>[CH3:1][O:2][C:3]1[CH:12]=[CH:11][CH:10]=[C:9]2[C:4]=1[CH:5]=[CH:6][CH:7]=[C:8]2[CH2:13][NH:14][CH2:18][CH2:17][CH:16]([CH3:20])[CH3:15] |f:2.3|. Procedure: To a solution of 5-methoxynaphthalen-1-ylmethylamine (Preparation 12) (389 mg, 2.08 mmol) in MeOH (15 mL), was added 3-methylbutyraldehyde (223 μL, 2.08 mmol). The mixture was stirred for 16 h at rt under nitrogen before adding NaBH4 (236 mg, 6.24 mmol). After stirring for 1 h water (0.5 mL) was added and the solvent removed in vacuo. The mixture was partitioned between EtOAc (100 mL) and NaHCO3 (25 mL), the organic phase was washed with water (25 mL), brine (25 mL) and dried (MgSO4). Solvent wa... Solvent: C(C)(=O)OCC (ethyl acetate), CC(C)=CC (2-methyl-2-butene), C(C)(C)(C)O (tert-butanol), C1CCOC1 (THF), O (water). RXN SMILES: [Cl:1][C:2]1[CH:3]=[C:4]([C@@H:9]2[O:15][CH2:14][CH2:13][N:12]([C:16]([O:18][C:19]([CH3:22])([CH3:21])[CH3:20])=[O:17])[CH2:11][C@H:10]2[CH:23]=[O:24])[CH:5]=[CH:6][C:7]=1[Cl:8].Cl([O-])=[O:26].[Na+].P([O-])(O)(O)=O.[K+]>CC(=CC)C.C(O)(C)(C)C.C1COCC1.O.C(OCC)(=O)C>[C:19]([O:18][C:16]([N:12]1[CH2:11][C@@H:10]([C:23]([OH:26])=[O:24])[C@H:9]([C:4]2[CH:5]=[CH:6][C:7]([Cl:8])=[C:2]([Cl:1])[CH:3]=2)[O:15][CH2:14][CH2:13]1)=[O:17])([CH3:20])([CH3:21])[CH3:22] |f:1.2,3.4|. Yield: 92.0%. Starting materials: ClC=1C=C(C=CC1Cl)[C@H]1[C@@H](CN(CCO1)C(=O)OC(C)(C)C)C=O (tert-butyl (6R,7R)-7-(3,4-dichlorophenyl)-6-formyl-1,4-oxazepane-4-carboxylate), Cl(=O)[O-].[Na+] (sodium chlorite), P(=O)(O)(O)[O-].[K+] (potassium dihydrogenphosphate). Procedure details: To a mixed solution of tert-butyl (6R,7R)-7-(3,4-dichlorophenyl)-6-formyl-1,4-oxazepane-4-carboxylate (7.3 g) in 2-methyl-2-butene (45 mL), tert-butanol (100 ml) and THF (100 ml) was added dropwise a solution of sodium chlorite (10.58 g) and potassium dihydrogenphosphate (16.38 g) in water (160 ml) under ice-cooling, and the mixture was stirred under ice-cooling for 2 hr. The reaction mixture was diluted with ethyl acetate. The diluted solution was washed with distilled water and brine, and drie... The product is C(C)(C)(C)OC(=O)N1CCO[C@H]([C@@H](C1)C(=O)O)C1=CC(=C(C=C1)Cl)Cl ((6R,7R)-4-(tert-butoxycarbonyl)-7-(3,4-dichlorophenyl)-1,4-oxazepane-6-carboxylic acid).